This data is from the Open Reaction Database (ORD), a public repository of structured organic reaction records. The task is: describe an organic reaction: reactants, conditions, products, and yield Reactants: C1COCCN1, CS(C)=O, O=C(O)c1cn(C2CC2)c2c(F)c(F)c(F)cc2c1=O, C1CN2CCC1CN2. Yields the product O=C(O)c1cn(C2CC2)c2c(F)c(N3CCOCC3)c(F)cc2c1=O. Reaction SMILES: [CH2:21]1[CH2:22][O:23][CH2:24][CH2:25][NH:26]1.[CH3:35][S:36](=[O:37])[CH3:38].[CH:1]1([n:4]2[cH:5][c:6]([C:18](=[O:19])[OH:20])[c:7](=[O:17])[c:8]3[cH:9][c:10]([F:16])[c:11]([F:15])[c:12]([F:14])[c:13]23)[CH2:2][CH2:3]1.[N:27]12[CH2:28][CH2:29][CH:30]([CH2:31][CH2:32]1)[CH2:33][NH:34]2>>[CH:1]1([n:4]2[cH:5][c:6]([C:18](=[O:19])[OH:20])[c:7](=[O:17])[c:8]3[cH:9][c:10]([F:16])[c:11]([N:26]4[CH2:21][CH2:22][O:23][CH2:24][CH2:25]4)[c:12]([F:14])[c:13]23)[CH2:2][CH2:3]1.